Dataset: the Open Reaction Database (ORD), a public repository of structured organic reaction records. Task: describe an organic reaction: reactants, conditions, products, and yield Starting materials: CC(C)(C)OC(=O)N1CCC(COCc2cc(-c3ccc(C#N)cc3)cc(C(F)(F)F)c2)(c2ccncc2)CC1, CC(=O)O[BH-](OC(C)=O)OC(C)=O, ClCCl, [Na+], O=C(O)C(F)(F)F. Product: CN1CCC(COCc2cc(-c3ccc(C#N)cc3)cc(C(F)(F)F)c2)(c2ccncc2)CC1. As a reaction SMILES: [C:1](#[N:2])[c:3]1[cH:4][cH:5][c:6](-[c:9]2[cH:10][c:11]([CH2:19][O:20][CH2:21][C:22]3([c:35]4[cH:36][cH:37][n:38][cH:39][cH:40]4)[CH2:23][CH2:24][N:25]([C:28]([O:29][C:30]([CH3:31])([CH3:32])[CH3:33])=[O:34])[CH2:26][CH2:27]3)[cH:12][c:13]([C:15]([F:16])([F:17])[F:18])[cH:14]2)[cH:7][cH:8]1.[C:48]([O:49][BH-:50]([O:51][C:52](=[O:53])[CH3:54])[O:55][C:56](=[O:57])[CH3:58])(=[O:59])[CH3:60].[Cl:62][CH2:63][Cl:64].[Na+:61].[OH:41][C:42]([C:43]([F:44])([F:45])[F:46])=[O:47]>>[C:1](#[N:2])[c:3]1[cH:4][cH:5][c:6](-[c:9]2[cH:10][c:11]([CH2:19][O:20][CH2:21][C:22]3([c:35]4[cH:36][cH:37][n:38][cH:39][cH:40]4)[CH2:23][CH2:24][N:25]([CH3:28])[CH2:26][CH2:27]3)[cH:12][c:13]([C:15]([F:16])([F:17])[F:18])[cH:14]2)[cH:7][cH:8]1. The reactants are C(C)(=O)SCC1C(N[C@@H](CSCCCCCCCC1)C(=O)OCC1=CC=CC=C1)=O (Benzyl (3R)-6-(acetylthiomethyl)-5-oxo-1-thia-4-azacyclotetradecane-3-carboxylate), O.[OH-].[Li+] (Lithium hydroxide monohydrate), Cl (hydrochloric acid). Conditions: time 3 hour. Yields the product SCC1C(N[C@@H](CSCCCCCCCC1)C(=O)O)=O ((3R)-6-mercaptomethyl-5-oxo-1-thia-4-azacyclotetradecane-3-carboxylic acid). RXN SMILES: C([S:4][CH2:5][CH:6]1[CH2:19][CH2:18][CH2:17][CH2:16][CH2:15][CH2:14][CH2:13][CH2:12][S:11][CH2:10][C@@H:9]([C:20]([O:22]CC2C=CC=CC=2)=[O:21])[NH:8][C:7]1=[O:30])(=O)C.O.[OH-].[Li+].Cl>>[SH:4][CH2:5][CH:6]1[CH2:19][CH2:18][CH2:17][CH2:16][CH2:15][CH2:14][CH2:13][CH2:12][S:11][CH2:10][C@@H:9]([C:20]([OH:22])=[O:21])[NH:8][C:7]1=[O:30] |f:1.2.3|. Procedure details: Benzyl (3R)-6-(acetylthiomethyl)-5-oxo-1-thia-4-azacyclotetradecane-3-carboxylate (Isomer A), (0.11 g, 0.25 mmol) is dissolved in nitrogen degassed tetrahydrofuran (5 ml) and water (1 ml). Lithium hydroxide monohydrate (0.032 g, 0.75 mmol) is added and the mixture is stirred for 3 hours at room temperature. The mixture is poured into 1N hydrochloric acid and extracted with ethyl acetate (2×50 ml). The combined organic layers are washed with brine (1×50 ml), dried (MgSO4) and the solvent is evapo...